From a dataset of the Open Reaction Database (ORD), a public repository of structured organic reaction records. describe an organic reaction: reactants, conditions, products, and yield Starting materials: CCN(C(C)C)C(C)C (i-Pr2NEt), ClC1=C(C(=O)NC(C)(C2(CCNCC2)C2=NC=CC=C2)C)C=CC(=C1)Cl (2,4-Dichloro-N-{1-methyl-1-[4-pyridin-2-ylpiperidin-4-yl]ethyl}benzamide), N1(CCC1)NS(=O)(=O)Cl (azetidinylsulfamoyl chloride). Solvent: CN(C)C=O (DMF). Reaction conditions: time 12 hour. The product is ClC1=C(C(=O)NC(C)(C2(CCN(CC2)S(=O)(=O)N2CCC2)C2=NC=CC=C2)C)C=CC(=C1)Cl (2,4-dichloro-N-{1-methyl-1-[1-(azetidinesulfonyl)-4-pyridin-2-ylpiperidin-4-yl]ethyl}benzamide). As a reaction SMILES: [Cl:1][C:2]1[CH:25]=[C:24]([Cl:26])[CH:23]=[CH:22][C:3]=1[C:4]([NH:6][C:7]([CH3:21])([C:9]1([C:15]2[CH:20]=[CH:19][CH:18]=[CH:17][N:16]=2)[CH2:14][CH2:13][NH:12][CH2:11][CH2:10]1)[CH3:8])=[O:5].CC[N:29]([CH:33]([CH3:35])C)[CH:30](C)C.N1(N[S:41](Cl)(=[O:43])=[O:42])CCC1>CN(C=O)C>[Cl:1][C:2]1[CH:25]=[C:24]([Cl:26])[CH:23]=[CH:22][C:3]=1[C:4]([NH:6][C:7]([CH3:21])([C:9]1([C:15]2[CH:20]=[CH:19][CH:18]=[CH:17][N:16]=2)[CH2:14][CH2:13][N:12]([S:41]([N:29]2[CH2:30][CH2:35][CH2:33]2)(=[O:43])=[O:42])[CH2:11][CH2:10]1)[CH3:8])=[O:5]. Reported procedure: A solution of 2,4-Dichloro-N-{1-methyl-1-[4-pyridin-2-ylpiperidin-4-yl]ethyl}benzamide (V-1, 45 mg, 0.12 mmol) in DMF (1 mL) was cooled in an ice bath and treated with i-Pr2NEt (0.086 mL, 0.49 mmol) followed by azetidinylsulfamoyl chloride (literature reference J. Chem. Soc. Perkin 1 1994, p1595) (29 mg, 0.19 mmol). The mixture was allowed to warm to room temperature and stirred at room temperature for 12 h. The volatile components were removed in vacuo and the residue purified by preparative TL... The reactants are C(#N)C1=CC=C(OCCCCCOC=2C=CC(=C(OC(C(=O)O)(C)C)C2)C(=O)N(C(C)C)C(C)C)C=C1 (2-[5-[5-(4-cyanophenoxy)pentyloxy]-2-[N,N-bis(1-methylethyl)aminocarbonyl]phenoxy]-2-methylpropionic acid), Cl.NO (hydroxylamine hydrochloride), [O-]CC.[Na+] (sodium ethoxide). Solvent: C(C)O (ethanol), C(C)O (ethanol). Conditions: temperature 50 celsius, time 8 hour. The product is [Na+].NC(C1=CC=C(OCCCCCOC=2C=CC(=C(OC(C(=O)[O-])(C)C)C2)C(=O)N(C(C)C)C(C)C)C=C1)=NO (2-[5-[5-[4-[amino(hydroxyimino)methyl]phenoxy]pentyloxy]2-[N,N-bis(1-methylethyl) -aminocarbonyl]phenoxy]-2-methylpropanoic acid sodium salt). Reaction SMILES: [C:1]([C:3]1[CH:37]=[CH:36][C:6]([O:7][CH2:8][CH2:9][CH2:10][CH2:11][CH2:12][O:13][C:14]2[CH:15]=[CH:16][C:17]([C:27]([N:29]([CH:33]([CH3:35])[CH3:34])[CH:30]([CH3:32])[CH3:31])=[O:28])=[C:18]([CH:26]=2)[O:19][C:20]([CH3:25])([CH3:24])[C:21]([OH:23])=[O:22])=[CH:5][CH:4]=1)#[N:2].Cl.[NH2:39][OH:40].[O-]CC.[Na+:44]>C(O)C>[Na+:44].[NH2:2][C:1](=[N:39][OH:40])[C:3]1[CH:4]=[CH:5][C:6]([O:7][CH2:8][CH2:9][CH2:10][CH2:11][CH2:12][O:13][C:14]2[CH:15]=[CH:16][C:17]([C:27]([N:29]([CH:30]([CH3:32])[CH3:31])[CH:33]([CH3:35])[CH3:34])=[O:28])=[C:18]([CH:26]=2)[O:19][C:20]([CH3:25])([CH3:24])[C:21]([O-:23])=[O:22])=[CH:36][CH:37]=1 |f:1.2,3.4,6.7|. Procedure details: A stirred solution of 2-[5-[5-(4-cyanophenoxy)pentyloxy]-2-[N,N-bis(1-methylethyl)aminocarbonyl]phenoxy]-2-methylpropionic acid (1.4 g, 2.8 mmol) in 30 mL of anhydrous ethanol is treated with hydroxylamine hydrochloride (590 mg, 8.4 mmol) and 21% sodium ethoxide solution in ethanol (3.1 mL, 5.7 mmol) and stirred at 50° C. overnight. The reaction is concentrated in vacuo and purified by chromatography on silica gel (20 g) with 80-100% ethyl acetate/hexane followed by 0-10% methanol/ethyl acetate ...